This data is from the Open Reaction Database (ORD), a public repository of structured organic reaction records. The task is: describe an organic reaction: reactants, conditions, products, and yield Reactants: O=S(=O)(O)Cl, O=C(O)c1ccc(O)c(Cl)c1. Yields the product O=C(O)c1cc(Cl)c(O)c(S(=O)(=O)Cl)c1. As a reaction SMILES: [Cl:1][S:2](=[O:3])(=[O:4])[OH:5].[Cl:6][c:7]1[cH:8][c:9]([C:10](=[O:11])[OH:12])[cH:13][cH:14][c:15]1[OH:16]>>[Cl:1][S:2](=[O:3])(=[O:5])[c:14]1[cH:13][c:9]([C:10](=[O:11])[OH:12])[cH:8][c:7]([Cl:6])[c:15]1[OH:16]. Starting materials: C(C)(C)(C)OC(=O)NC1=C(C(=O)NC2=C(C=CC(=C2)C(F)(F)F)O)C=CN=C1 (3-tert-butoxycarbonylamino-N-[2-hydroxy-5-(trifluoromethyl)phenyl]isonicotinamide), O1CCCC1 (tetrahydrofuran), C1(=CC=CC=C1)P(C1=CC=CC=C1)C1=CC=CC=C1 (triphenylphosphine), N(=NC(=O)OCC)C(=O)OCC (diethyl azodicarboxylate). Solvent: C1(=CC=CC=C1)C (toluene). Conditions: time 1 hour. Yields the product C(C)(C)(C)OC(=O)NC=1C=NC=CC1C=1OC2=C(N1)C=C(C=C2)C(F)(F)F (2-(3-tert-butoxycarbonylamino pyridin-4-yl)-5-(trifluoromethyl)benzoxazole). Yield: 40.6%. Reaction SMILES: [C:1]([O:5][C:6]([NH:8][C:9]1[CH:28]=[N:27][CH:26]=[CH:25][C:10]=1[C:11]([NH:13][C:14]1[CH:19]=[C:18]([C:20]([F:23])([F:22])[F:21])[CH:17]=[CH:16][C:15]=1O)=[O:12])=[O:7])([CH3:4])([CH3:3])[CH3:2].O1CCCC1.C1(P(C2C=CC=CC=2)C2C=CC=CC=2)C=CC=CC=1.N(C(OCC)=O)=NC(OCC)=O>C1(C)C=CC=CC=1>[C:1]([O:5][C:6]([NH:8][C:9]1[CH:28]=[N:27][CH:26]=[CH:25][C:10]=1[C:11]1[O:12][C:15]2[CH:16]=[CH:17][C:18]([C:20]([F:21])([F:23])[F:22])=[CH:19][C:14]=2[N:13]=1)=[O:7])([CH3:3])([CH3:2])[CH3:4]. Procedure: To a mixture of 1.78 g of 3-tert-butoxycarbonylamino-N-[2-hydroxy-5-(trifluoromethyl)phenyl]isonicotinamide, 20 ml of tetrahydrofuran and 1.29 g of triphenylphosphine, 2.15 g of 40% toluene solution of diethyl azodicarboxylate was added dropwise at room temperature. The reaction mixture was stirred at room temperature for one hour and then stirred while heating at 50° C. for 30 minutes. The reaction mixture was cooled to room temperature, and then concentrated under reduced pressure. The residue... The reactants are S(O)(O)(=O)=O (sulfuric acid), FC=1C=CC=C2C=CC(=NC12)C (8-fluoro-2-methylquinoline), [NH4+].[NH4+].[O-]S(=O)(=O)OOS(=O)(=O)[O-] (ammonium peroxodisulfate), O (water), CO (methanol). The product is FC=1C=CC=C2C(=CC(=NC12)C)CO ((8-fluoro-2-methylquinolin-4-yl)methanol). Yield: 32.0%. Reaction SMILES: S(=O)(=O)(O)O.[F:6][C:7]1[CH:8]=[CH:9][CH:10]=[C:11]2[C:16]=1[N:15]=[C:14]([CH3:17])[CH:13]=[CH:12]2.[NH4+].[NH4+].[O-]S(OOS([O-])(=O)=O)(=O)=O.[OH2:30].[CH3:31]O>>[F:6][C:7]1[CH:8]=[CH:9][CH:10]=[C:11]2[C:16]=1[N:15]=[C:14]([CH3:17])[CH:13]=[C:12]2[CH2:31][OH:30] |f:2.3.4|. Reported procedure: Concentrated sulfuric acid (1.2 mL) was added to a solution of 2.70 g (16.8 mmol) of 8-fluoro-2-methylquinoline and 7.70 g (33.7 mmol) of ammonium peroxodisulfate in a mixture of methanol (35 mL)-water (25 mL) and heated under reflux for 15 hours. The reaction mixture was left to cool, followed by a removal of methanol under a reduced pressure. Sodium carbonate was added to the residue to adjust its pH to 10, and then the mixture was extracted with chloroform. The organic layer was washed with s... Starting materials: CC1=CC=C(C=C1)C1=C(C=NO1)C(=O)Cl (5-(4-methylphenyl)isoxazole-4-carbonyl chloride), CS(=O)(=O)N1CC2=CC=CC=C2C12CCNCC2 (2-(methylsulfonyl)-2,3-dihydrospiro[isoindole-1,4′-piperidine]). Solvent: ClCCl (dichloromethane). Reaction conditions: time 1 hour. The product is CC1=CC=C(C=C1)C1=C(C=NO1)C(=O)N1CCC2(CC1)N(CC1=CC=CC=C12)S(=O)(=O)C (1′-{[5-(4-Methylphenyl)isoxazol-4-yl]carbonyl}-2-(methylsulfonyl)-2,3-dihydrospiro[isoindole-1,4′-piperidine]). As a reaction SMILES: [CH3:1][C:2]1[CH:7]=[CH:6][C:5]([C:8]2[O:12][N:11]=[CH:10][C:9]=2[C:13](Cl)=[O:14])=[CH:4][CH:3]=1.[CH3:16][S:17]([N:20]1[C:28]2([CH2:33][CH2:32][NH:31][CH2:30][CH2:29]2)[C:27]2[C:22](=[CH:23][CH:24]=[CH:25][CH:26]=2)[CH2:21]1)(=[O:19])=[O:18]>ClCCl>[CH3:1][C:2]1[CH:7]=[CH:6][C:5]([C:8]2[O:12][N:11]=[CH:10][C:9]=2[C:13]([N:31]2[CH2:32][CH2:33][C:28]3([C:27]4[C:22](=[CH:23][CH:24]=[CH:25][CH:26]=4)[CH2:21][N:20]3[S:17]([CH3:16])(=[O:18])=[O:19])[CH2:29][CH2:30]2)=[O:14])=[CH:4][CH:3]=1. Procedure details: To 5-(4-methylphenyl)isoxazole-4-carbonyl chloride (10 mg, 0.045 mmol) in dichloromethane (1 mL) was added 2-(methylsulfonyl)-2,3-dihydrospiro[isoindole-1,4′-piperidine] (13.2 mg, 0.050 mmol, 1.1 eq), and the reaction mixture was stirred for 1 h. The solvent was removed, and the residue was purified by preparative reverse-phase HPLC to give the title compound. HRMS (ESI, pos. ion) m/z calcd for C24H25N3O4S: 451.1566, found 451.1567. The reactants are [Li]CCCC, C1CCCCC1, COc1ccc(NCc2ccccc2)cc1, CCCCCC, CN(C)CCN(C)C, CC(C)P(=O)(Cl)Cl. The product is COc1ccc(N2Cc3ccccc3P2(=O)C(C)C)cc1. As a reaction SMILES: [CH2:1]([Li:2])[CH2:3][CH2:4][CH3:5].[CH2:43]1[CH2:44][CH2:45][CH2:46][CH2:47][CH2:48]1.[CH3:14][O:15][c:16]1[cH:17][cH:18][c:19]([NH:22][CH2:23][c:24]2[cH:25][cH:26][cH:27][cH:28][cH:29]2)[cH:20][cH:21]1.[CH3:37][CH2:38][CH2:39][CH2:40][CH2:41][CH3:42].[CH3:6][N:7]([CH3:8])[CH2:9][CH2:10][N:11]([CH3:12])[CH3:13].[CH:30]([CH3:31])([CH3:32])[P:33](=[O:34])([Cl:35])[Cl:36]>>[CH3:14][O:15][c:16]1[cH:17][cH:18][c:19]([N:22]2[CH2:23][c:24]3[c:25]([cH:26][cH:27][cH:28][cH:29]3)[P:33]2([CH:30]([CH3:31])[CH3:32])=[O:34])[cH:20][cH:21]1.